Dataset: the Open Reaction Database (ORD), a public repository of structured organic reaction records. Task: describe an organic reaction: reactants, conditions, products, and yield Reactants: O=C(C=1C=NC=C(Br)C1)C, [Zn].O=S(O)C(F)F. Reagents/catalysts: O=C(O)C(F)(F)F, OOC(C)(C)C. Run in O, ClCCl. Conditions: temperature 25 celsius, time 18 hour. Yields the product O=C(C=1C=NC=C(Br)C1C(F)F)C, O=C(C1=CN=C(C(Br)=C1)C(F)F)C, O=C(C1=CC(Br)=CN=C1C(F)F)C. The yield is 20.0%. Reactants: C(C1=CC=CC=C1)ON=C(C)C=1C=C(C=O)C=CC1 (3-(1-(benzyloxyimino)ethyl)benzaldehyde), [BH4-].[Na+] (sodium borohydride), aqueous solution, [Cl-].[NH4+] (ammonium chloride), [BH4-].[Na+] (sodium borohydride). Run in CO (methanol), O1CCCC1 (tetrahydrofuran). Reaction conditions: time 2 hour. The product is C(C1=CC=CC=C1)ON=C(C)C=1C=C(CO)C=CC1 (3-(1-(benzyloxyimino)ethyl)benzylalcohol). Isolated yield 96.5%. As a reaction SMILES: [CH2:1]([O:8][N:9]=[C:10]([C:12]1[CH:13]=[C:14]([CH:17]=[CH:18][CH:19]=1)[CH:15]=[O:16])[CH3:11])[C:2]1[CH:7]=[CH:6][CH:5]=[CH:4][CH:3]=1.[BH4-].[Na+].[Cl-].[NH4+]>CO.O1CCCC1>[CH2:1]([O:8][N:9]=[C:10]([C:12]1[CH:13]=[C:14]([CH:17]=[CH:18][CH:19]=1)[CH2:15][OH:16])[CH3:11])[C:2]1[CH:3]=[CH:4][CH:5]=[CH:6][CH:7]=1 |f:1.2,3.4|. Procedure details: To a solution of 9.92 g (39.17 mmol) of 3-(1-(benzyloxyimino)ethyl)benzaldehyde in 70 ml of dry methanol and 70 ml of dry tetrahydrofuran was added 1.81 g (43 mmol) of sodium borohydride portionwise with ice-cooling, and the mixture was stirred for 2 hours with ice-cooling. Further, 0.30 g of sodium borohydride portionwise was added thereto with ice-cooling, and the mixture was stirred for 2 hours with ice-cooling. The reaction mixture was poured into 500 ml of an about 5% aqueous solution of am... Reactants: C(C)C1(CCN(CC1)C1=NC=C(C=N1)C=1C=C(C2=C(N=C(S2)NC(=O)NCC)C1)C(CC)=O)C(=O)OCC (ethyl 4-ethyl-1-(5-(2-(3-ethylureido)-7-propionylbenzo[d]thiazol-5-yl)pyrimidin-2-yl)piperidine-4-carboxylate), [OH-].[Na+] (NaOH). Solvent: CCO (EtOH). Run at temperature 80 celsius, time 8 hour. Product: C(C)C1(CCN(CC1)C1=NC=C(C=N1)C=1C=C(C2=C(N=C(S2)NC(=O)NCC)C1)C(CC)=O)C(=O)O (4-Ethyl-1-(5-(2-(3-ethylureido)-7-propionylbenzo[d]thiazol-5-yl)pyrimidin-2-yl)piperidine-4-carboxylic acid). The yield is 29.8%. RXN SMILES: [CH2:1]([C:3]1([C:34]([O:36]CC)=[O:35])[CH2:8][CH2:7][N:6]([C:9]2[N:14]=[CH:13][C:12]([C:15]3[CH:16]=[C:17]([C:30](=[O:33])[CH2:31][CH3:32])[C:18]4[S:22][C:21]([NH:23][C:24]([NH:26][CH2:27][CH3:28])=[O:25])=[N:20][C:19]=4[CH:29]=3)=[CH:11][N:10]=2)[CH2:5][CH2:4]1)[CH3:2].[OH-].[Na+]>CCO>[CH2:1]([C:3]1([C:34]([OH:36])=[O:35])[CH2:4][CH2:5][N:6]([C:9]2[N:14]=[CH:13][C:12]([C:15]3[CH:16]=[C:17]([C:30](=[O:33])[CH2:31][CH3:32])[C:18]4[S:22][C:21]([NH:23][C:24]([NH:26][CH2:27][CH3:28])=[O:25])=[N:20][C:19]=4[CH:29]=3)=[CH:11][N:10]=2)[CH2:7][CH2:8]1)[CH3:2] |f:1.2|. Procedure details: To a solution of ethyl 4-ethyl-1-(5-(2-(3-ethylureido)-7-propionylbenzo[d]thiazol-5-yl)pyrimidin-2-yl)piperidine-4-carboxylate (0.025 g, 0.046 mmol) in EtOH (5 mL) was added an aqueous solution (1 mL) of NaOH (0.0092 g, 0.232 mmol) and the mixture stirred overnight at 80° C. After reaction completion (by TLC), the EtOH was evaporated under reduced pressure, water (10 mL) was added to the residue and extracted with EtOAc (3×25 mL) and the organic layers discarded. The aqueous layer was acidified ... Reactants: CC1(CNCCC1)C(=O)OCC (ethyl 3-methylpiperidine-3-carboxylate), FC1=CC=C(C=C1)[N+](=O)[O-] (1-fluoro-4-nitrobenzene), CN(C)C=O (DMF), C(=O)([O-])[O-].[K+].[K+] (K2CO3). The solvent is CCOC(=O)C (EtOAc). Run at temperature 65 celsius, time 6 hour. The product is CC1(CN(CCC1)C1=CC=C(C=C1)[N+](=O)[O-])C(=O)OCC (ethyl 3-methyl-1-(4-nitrophenyl)piperidine-3-carboxylate). Yield: 83.1%. RXN SMILES: [CH3:1][C:2]1([C:8]([O:10][CH2:11][CH3:12])=[O:9])[CH2:7][CH2:6][CH2:5][NH:4][CH2:3]1.F[C:14]1[CH:19]=[CH:18][C:17]([N+:20]([O-:22])=[O:21])=[CH:16][CH:15]=1.CN(C=O)C.C([O-])([O-])=O.[K+].[K+]>CCOC(C)=O>[CH3:1][C:2]1([C:8]([O:10][CH2:11][CH3:12])=[O:9])[CH2:7][CH2:6][CH2:5][N:4]([C:14]2[CH:19]=[CH:18][C:17]([N+:20]([O-:22])=[O:21])=[CH:16][CH:15]=2)[CH2:3]1 |f:3.4.5|. Procedure: To a round bottom flask was added ethyl 3-methylpiperidine-3-carboxylate (2.040 g, 11.91 mmol), 1-fluoro-4-nitrobenzene (1.765 g, 12.51 mmol), DMF (20 ml) and K2CO3 (2.140 g, 15.49 mmol). The reaction was stirred at 65° C. for 6 hrs. After this time, the reaction was diluted with EtOAc. The resulting solution was washed with water (2×) and saturated aqueous NaCl. The organic layer was separated, dried over Na2SO4, filtered and concentrated. The resulting residue was purified using silica gel chr...